describe an organic reaction: reactants, conditions, products, and yield From a dataset of the Open Reaction Database (ORD), a public repository of structured organic reaction records. Starting materials: Cl[Si]1(C(CC1)C)C (1-chloro-1,2-dimethylsilacyclobutane), CN(C(C)=O)[Si](C)(C)C (N-methyl-N-(trimethylsilyl)acetamide). Yields the product C[Si]1(C(CC1)C)N(C(C)=O)C (1,2-Dimethyl-1-(N-methylacetamido)silacyclobutane). As a reaction SMILES: Cl[Si:2]1([CH3:7])[CH2:5][CH2:4][CH:3]1[CH3:6].[CH3:8][N:9]([Si](C)(C)C)[C:10](=[O:12])[CH3:11]>>[CH3:7][Si:2]1([N:9]([CH3:8])[C:10](=[O:12])[CH3:11])[CH2:5][CH2:4][CH:3]1[CH3:6]. Procedure details: In accordance with the general procedure of Example 1, when 1-chloro-1,2-dimethylsilacyclobutane and N-methyl-N-(trimethylsilyl)acetamide are reacted it is predicted that the title compound is obtained.